From a dataset of the Open Reaction Database (ORD), a public repository of structured organic reaction records. describe an organic reaction: reactants, conditions, products, and yield The reactants are C(C)C=1N=CSC1C(=O)O (4-ethylthiazole-5carboxylic acid), C(=O)(Cl)Cl (phosgene). The solvent is C1(=CC=CC=C1)C (toluene). Run at time 2 hour. Yields the product C(C)C=1N=CSC1C(=O)Cl (4-ethylthiazole-5carboxylic acid chloride). As a reaction SMILES: [CH2:1]([C:3]1[N:4]=[CH:5][S:6][C:7]=1[C:8]([OH:10])=O)[CH3:2].C(Cl)([Cl:13])=O>C1(C)C=CC=CC=1>[CH2:1]([C:3]1[N:4]=[CH:5][S:6][C:7]=1[C:8]([Cl:13])=[O:10])[CH3:2]. Procedure details: In a similar apparatus to Example 1,7.9 g (0.05 mole) of 4-ethylthiazole-5carboxylic acid were suspended in 100 ml of toluene. Under heating and reflux, phosgene was blown at a rate of 220 ml/hr for 15 hours (0.15 mole). After completion of the blowing, stirring was continued for additional 2 hours. After completion of the reaction, the reaction mixture was filtered and the filtrate was concentrated to obtain 8.5 g of 4-ethylthiazole-5carboxylic acid chloride. Its purity and yield were 95.0% and...